Dataset: the Open Reaction Database (ORD), a public repository of structured organic reaction records. Task: describe an organic reaction: reactants, conditions, products, and yield Reactants: C(CCC)[Li] (n-Butyl lithium), COC(CCCCCCCC=O)=O (9-Oxo-nonanoic acid methyl ester), (3-trimethylsillyl-2-propynyl)-triphenylphosphonium bromide. Run in CS(=O)C (methyl sulfoxide), CS(=O)C (methyl sulfoxide), CS(=O)C (methyl sulfoxide). Product: COC(CCCCCCCC=CC#C)=O (dodec-9-en-11-ynoic acid methyl ester). Reaction SMILES: [CH2:1]([Li])[CH2:2][CH2:3]C.[CH3:6][O:7][C:8](=[O:18])[CH2:9][CH2:10][CH2:11][CH2:12][CH2:13][CH2:14][CH2:15][CH:16]=O>CS(C)=O>[CH3:6][O:7][C:8](=[O:18])[CH2:9][CH2:10][CH2:11][CH2:12][CH2:13][CH2:14][CH2:15][CH:16]=[CH:3][C:2]#[CH:1]. Reported procedure: n-Butyl lithium (750 μL, 2M) was added methyl sulfoxide (6 mL) under argon at room temperature. The solution was stirred for half an hour, and (3-trimethylsillyl-2-propynyl)-triphenylphosphonium bromide (1 mmole) in methyl sulfoxide was added and stirred for one hour. 9-Oxo-nonanoic acid methyl ester in methyl sulfoxide was added to the reaction mixture and stirred for 4.5 hours. The reaction mixture was poured onto ice water and extracted with ethyl acetate three times. The organic layers were ... The reactants are C(C1=CC=CC=C1)(C1=CC=CC=C1)(C1=CC=CC=C1)N1C(=NC=C1)C/C=C/C1=CC(=C(C(=O)OC)C=C1)C1=CC=C(C=C1)F (methyl 4-[(E)-3-(1-tritylimidazol-2-yl)prop-1-en-1-yl]-2-(4-fluorophenyl)benzoate), C(C)(=O)O (acetic acid), Cl (HCl). Run in CO (methanol). The product is N1C(=NC=C1)C/C=C/C1=CC(=C(C(=O)OC)C=C1)C1=CC=C(C=C1)F (methyl 4-[(E)-3-(imidazol-2-yl)prop-1-en-1-yl]-2-(4-fluorophenyl)benzoate). Isolated yield 63.0%. Reaction SMILES: C([N:20]1[CH:24]=[CH:23][N:22]=[C:21]1[CH2:25]/[CH:26]=[CH:27]/[C:28]1[CH:37]=[CH:36][C:31]([C:32]([O:34][CH3:35])=[O:33])=[C:30]([C:38]2[CH:43]=[CH:42][C:41]([F:44])=[CH:40][CH:39]=2)[CH:29]=1)(C1C=CC=CC=1)(C1C=CC=CC=1)C1C=CC=CC=1.C(O)(=O)C.Cl>CO>[NH:20]1[CH:24]=[CH:23][N:22]=[C:21]1[CH2:25]/[CH:26]=[CH:27]/[C:28]1[CH:37]=[CH:36][C:31]([C:32]([O:34][CH3:35])=[O:33])=[C:30]([C:38]2[CH:39]=[CH:40][C:41]([F:44])=[CH:42][CH:43]=2)[CH:29]=1. Procedure details: A solution of methyl 4-[(E)-3-(1-tritylimidazol-2-yl)prop-1-en-1-yl]-2-(4-fluorophenyl)benzoate (5.78 g; 6.5 mmol), acetic acid (5 ml) and 12N HCl (5 ml) in methanol (100 ml) was refluxed for 1 hour 30 minutes. After evaporation to dryness, the residue was neutralised with aqueous NH4 OH, extracted with dichloromethane, evaporated and purified by flash chromatography, eluting with dichloromethane/ethanol (98/2) to give methyl 4-[(E)-3-(imidazol-2-yl)prop-1-en-1-yl]-2-(4-fluorophenyl)benzoate. Yi... The reactants are NC1=C(C=O)C=CC(=C1)Br (2-amino-4-bromobenzaldehyde), S(=O)(=O)([O-])[O-].[Na+].[Na+] (sodium sulfate), O.C1(=CC=C(C=C1)S(=O)(=O)O)C (p-toluenesulfonic acid monohydrate), C(C)OC=CC (1-ethoxyprop-1-ene). Run in O (water), C(Cl)(Cl)Cl (chloroform). Run at time 8 hour. Product: BrC1=CC=C2C=C(C=NC2=C1)C (7-bromo-3-methylquinoline). Yield: 100.8%. As a reaction SMILES: [NH2:1][C:2]1[CH:9]=[C:8]([Br:10])[CH:7]=[CH:6][C:3]=1[CH:4]=O.S([O-])([O-])(=O)=O.[Na+].[Na+].O.[C:19]1(C)[CH:24]=CC(S(O)(=O)=O)=C[CH:20]=1.C(OC=CC)C>C(Cl)(Cl)Cl.O>[Br:10][C:8]1[CH:9]=[C:2]2[C:3]([CH:4]=[C:19]([CH3:24])[CH:20]=[N:1]2)=[CH:6][CH:7]=1 |f:1.2.3,4.5|. Procedure: A 1 L round bottom flask fitted with a stirbar, a Dean-Stark trap for solvents heavier than water, and a condenser was charged with 2-amino-4-bromobenzaldehyde (20 g, 100 mmol), sodium sulfate (71.0 g, 500 mmol), and p-toluenesulfonic acid monohydrate (4.75 g, 25.00 mmol). The solids were taken up in anhydrous chloroform (498 mL) and the suspension treated with 1-ethoxyprop-1-ene (14.39 mL, 130 mmol). The mixture was then heated to reflux with stirring overnight. The reaction mixture was cooled ... Reactants: O1N=C(C=C1)C1=NC(=NO1)C(=O)O (5-(isoxazol-3-yl)-1,2,4-oxadiazole-3-carboxylic acid), N[C@H](CN1N=C(C=C1)C1=CC(=C(C#N)C(=C1)F)Cl)C ((S)-4-(1-(2-amino-propyl)-1H-pyrazol-3-yl)-2-chloro-6-fluorobenzo-nitrile), CN(C)C=O (DMF). The solvent is O (water), CCOC(=O)C (EtOAc). Yields the product ClC=1C=C(C=C(C1C#N)F)C1=NN(C=C1)C[C@H](C)NC(=O)C1=NOC(=N1)C1=NOC=C1 ((S)—N-(1-(3-(3-Chloro-4-cyano-5-fluorophenyl)-1H-pyrazol-1-yl)propan-2-yl)-5-(isoxazol-3-yl)-1,2,4-oxadiazole-3-carboxamide). Yield: 0.9%. RXN SMILES: [O:1]1[CH:5]=[CH:4][C:3]([C:6]2[O:10][N:9]=[C:8]([C:11]([OH:13])=O)[N:7]=2)=[N:2]1.[NH2:14][C@@H:15]([CH3:32])[CH2:16][N:17]1[CH:21]=[CH:20][C:19]([C:22]2[CH:29]=[C:28]([F:30])[C:25]([C:26]#[N:27])=[C:24]([Cl:31])[CH:23]=2)=[N:18]1.CN(C=O)C>O.CCOC(C)=O>[Cl:31][C:24]1[CH:23]=[C:22]([C:19]2[CH:20]=[CH:21][N:17]([CH2:16][C@@H:15]([NH:14][C:11]([C:8]3[N:7]=[C:6]([C:3]4[CH:4]=[CH:5][O:1][N:2]=4)[O:10][N:9]=3)=[O:13])[CH3:32])[N:18]=2)[CH:29]=[C:28]([F:30])[C:25]=1[C:26]#[N:27]. Procedure details: The title compound was prepared using the procedure described in Example 3(h) starting from 5-(isoxazol-3-yl)-1,2,4-oxadiazole-3-carboxylic acid (1.933 mmol, 0.35 g) and (S)-4-(1-(2-amino-propyl)-1H-pyrazol-3-yl)-2-chloro-6-fluorobenzo-nitrile (1.610 mmol, 0.449 g) using DMF (10 ml) as the solvent. The reaction mixture was diluted with water and EtOAc, the phases were separated and the organic phase was washed with 2M Na2CO3, water and brine. The organic phase was dried, filtered and evaporated.... The reactants are ClC=1C=C(OC2=C(C=C(C=C2)C=2C=C(N3N=CN=C(C32)N)C3CCN(CC3)S(=O)(=O)C)OC)C=CC1 (5-(4-(3-chlorophenoxy)-3-methoxyphenyl)-7-(1-(methylsulfonyl)piperidin-4-yl)pyrrolo[2,1-f][1,2,4]triazin-4-amine), ClN1C(N(C(C1(C)C)=O)Cl)=O (1,3-dichloro-5,5-dimethylimidazolidine-2,4-dione). Run in CN(C)C=O (DMF). Run at temperature 65 celsius. Yields the product ClC=1C(=C2C(=NC=NN2C1C1CCN(CC1)S(=O)(=O)C)N)C1=CC(=C(C=C1)OC1=CC(=CC=C1)Cl)OC (6-chloro-5-(4-(3-chlorophenoxy)-3-methoxyphenyl)-7-(1-(methylsulfonyl)piperidin-4-yl)pyrrolo[2,1-f][1,2,4]triazin-4-amine). The yield is 151.7%. Reaction SMILES: [Cl:1][C:2]1[CH:3]=[C:4]([CH:34]=[CH:35][CH:36]=1)[O:5][C:6]1[CH:11]=[CH:10][C:9]([C:12]2[CH:13]=[C:14]([CH:22]3[CH2:27][CH2:26][N:25]([S:28]([CH3:31])(=[O:30])=[O:29])[CH2:24][CH2:23]3)[N:15]3[C:20]=2[C:19]([NH2:21])=[N:18][CH:17]=[N:16]3)=[CH:8][C:7]=1[O:32][CH3:33].[Cl:37]N1C(C)(C)C(=O)N(Cl)C1=O>CN(C=O)C>[Cl:37][C:13]1[C:12]([C:9]2[CH:10]=[CH:11][C:6]([O:5][C:4]3[CH:34]=[CH:35][CH:36]=[C:2]([Cl:1])[CH:3]=3)=[C:7]([O:32][CH3:33])[CH:8]=2)=[C:20]2[N:15]([C:14]=1[CH:22]1[CH2:27][CH2:26][N:25]([S:28]([CH3:31])(=[O:29])=[O:30])[CH2:24][CH2:23]1)[N:16]=[CH:17][N:18]=[C:19]2[NH2:21]. Reported procedure: The compound (15.40 mg, 0.029 mmol) prepared in Example 26 and 1,3-dichloro-5,5-dimethylimidazolidine-2,4-dione (2.87 mg, 0.015 mmol) were taken up in 2 mL of DMF and heated to 65° C. for 16 hours. The reaction was cooled to room temperature and the DMF removed under vacuum and the reaction mixture submitted for prep-HPLC purification to obtain the title compound (12.8 mg) having the following physical data.